This data is from the Open Reaction Database (ORD), a public repository of structured organic reaction records. The task is: describe an organic reaction: reactants, conditions, products, and yield Starting materials: CC1=C(C=C(C=C1)C)C(C(=O)OCC)(C(=O)OCC)O (diethyl (2,5-dimethylphenyl)-hydroxymalonate), [OH-].[K+] (potassium hydroxide). The solvent is O (water). Yields the product CC1=C(C(C(=O)O)O)C=C(C=C1)C (2,5-dimethylmandelic acid). As a reaction SMILES: [CH3:1][C:2]1[CH:7]=[CH:6][C:5]([CH3:8])=[CH:4][C:3]=1[C:9]([OH:20])(C(OCC)=O)[C:10]([O:12]CC)=[O:11].[OH-].[K+]>O>[CH3:1][C:2]1[CH:7]=[CH:6][C:5]([CH3:8])=[CH:4][C:3]=1[CH:9]([OH:20])[C:10]([OH:12])=[O:11] |f:1.2|. Procedure details: A sample of the diethyl (2,5-dimethylphenyl)-hydroxymalonate (21 parts) was reacted with a solution of potassium hydroxide (21 parts) in water (84 parts) at 98° C. for 5 hours. After cooling to ambient temperature, the reaction was washed with diethyl ether and acidified with 10M hydrochloric acid. After heating to 98° C. for a further 2 hours, the cooled materials was extracted into diethyl ether. The separated organic phase was dried over magnesium sulfate, filtered and the solvent was evapora... Reactants: O (water), O[C@H]1C[C@@H]2CC[C@H]3[C@@H]4CC[C@H](C(C)=O)[C@]4(CC[C@@H]3[C@]2(C[C@@H]1OC)C)C (3α-hydroxy-2β-methoxy-5α-pregnan-20-one), BrBr (bromine). Solvent: CO (methanol), CO (methanol). Yields the product BrCC([C@H]1CC[C@H]2[C@@H]3CC[C@H]4C[C@@H]([C@H](C[C@]4(C)[C@H]3CC[C@]12C)OC)O)=O (21-Bromo-3α-hydroxy-2β-methoxy-5α-pregnan-20-one). RXN SMILES: [OH:1][C@@H:2]1[C@@H:21]([O:22][CH3:23])[CH2:20][C@@:19]2([CH3:24])[C@@H:4]([CH2:5][CH2:6][C@@H:7]3[C@@H:18]2[CH2:17][CH2:16][C@@:15]2([CH3:25])[C@H:8]3[CH2:9][CH2:10][C@@H:11]2[C:12](=[O:14])[CH3:13])[CH2:3]1.[Br:26]Br.O>CO>[Br:26][CH2:13][C:12](=[O:14])[C@@H:11]1[C@:15]2([CH3:25])[C@H:8]([C@H:7]3[C@H:18]([CH2:17][CH2:16]2)[C@:19]2([CH3:24])[C@H:4]([CH2:3][C@H:2]([OH:1])[C@@H:21]([O:22][CH3:23])[CH2:20]2)[CH2:5][CH2:6]3)[CH2:9][CH2:10]1. Procedure details: A stirred solution of 3α-hydroxy-2β-methoxy-5α-pregnan-20-one (4.0 g.) in dry methanol (300 ml.) was treated at 0° with a solution of bromine (0.65 ml.) in methanol (15 ml.) at such a rate that the yellow colour disappeared before further addition. The mixture was then poured into water and the precipitated solid was collected by filtration, washed with water and dried in vacuo to give title compound (4.0 g) as white crystals. Starting materials: Cl.C1(=CC=CC=C1)CCCCNC(=O)C=1C=C(N)C=CC1 (3-(((4-phenylbutyl)amino)carbonyl)aniline hydrochloride), N1(CCCC1)C#N (1-pyrrolidinecarbonitrile). Reagents/catalysts: CN(C1=CC=NC=C1)C (4-dimethylaminopyridine). The solvent is ClC1=CC=CC=C1 (chlorobenzene). Yields the product Cl.C1(=CC=CC=C1)CCCCNC(=O)C=1C=C(C=CC1)NC(=N)N1CCCC1 (N-[3-(((4-phenylbutyl)amino)carbonyl)phenyl]-1-pyrrolidinecarboximidamide hydrochloride). Reaction SMILES: [ClH:1].[C:2]1([CH2:8][CH2:9][CH2:10][CH2:11][NH:12][C:13]([C:15]2[CH:16]=[C:17]([CH:19]=[CH:20][CH:21]=2)[NH2:18])=[O:14])[CH:7]=[CH:6][CH:5]=[CH:4][CH:3]=1.[N:22]1([C:27]#[N:28])[CH2:26][CH2:25][CH2:24][CH2:23]1>ClC1C=CC=CC=1.CN(C)C1C=CN=CC=1>[ClH:1].[C:2]1([CH2:8][CH2:9][CH2:10][CH2:11][NH:12][C:13]([C:15]2[CH:16]=[C:17]([NH:18][C:27]([N:22]3[CH2:26][CH2:25][CH2:24][CH2:23]3)=[NH:28])[CH:19]=[CH:20][CH:21]=2)=[O:14])[CH:3]=[CH:4][CH:5]=[CH:6][CH:7]=1 |f:0.1,5.6|. Procedure: To a stirred suspension of the product of step (a), 2.0 g, 0.006 moles, in 35 ml of chlorobenzene was added 4-dimethylaminopyridine. To this was added 1-pyrrolidinecarbonitrile, 1.5 ml; 0.008 moles, and the reaction was heated to reflux for 4 hours. The reaction cooled to room temperature and the solvent was decanted. To the residue was added 25 ml of isopropanol and 150 ml of ethyl acetate. A solid crystallized and was collected by filtration. The above solid was then dried at 80° C. for 24 hou... Starting materials: CCc1cc(C(=O)O)cn(C)c1=O, CC(N)C(N)(c1ccc(F)cc1)c1ccnc(F)c1. The product is CCc1cc(C2=NC(c3ccc(F)cc3)(c3ccnc(F)c3)C(C)N2)cn(C)c1=O. Reaction SMILES: [CH2:20]([CH3:21])[c:22]1[c:23](=[O:32])[n:24]([CH3:31])[cH:25][c:26]([C:28]([OH:29])=[O:30])[cH:27]1.[F:1][c:2]1[cH:3][cH:4][c:5]([C:8]([CH:9]([CH3:10])[NH2:11])([NH2:12])[c:13]2[cH:14][c:15]([F:19])[n:16][cH:17][cH:18]2)[cH:6][cH:7]1>>[F:1][c:2]1[cH:3][cH:4][c:5]([C:8]2([c:13]3[cH:14][c:15]([F:19])[n:16][cH:17][cH:18]3)[CH:9]([CH3:10])[NH:11][C:28]([c:26]3[cH:25][n:24]([CH3:31])[c:23](=[O:32])[c:22]([CH2:20][CH3:21])[cH:27]3)=[N:12]2)[cH:6][cH:7]1. The reactants are Cl (HCl), C(C)NO (ethylhydroxylamine), CO (methanol), CC=1C(=CC=C2C(CCSC12)=O)C(=O)O (8-methylthiochroman-4-one-7-carboxylic acid), C([O-])([O-])=O.[K+].[K+] (potassium carbonate). Run in O (water). Conditions: temperature 20 celsius, time 10 day. Product: C(C)ON=C1CCSC2=C(C(=CC=C12)C(=O)O)C (8-Methylthiochroman-4-one-7-carboxylic acid O-ethyloxime). Reaction SMILES: [CH2:1]([NH:3]O)[CH3:2].[C:5](=O)([O-])[O-].[K+].[K+].[CH3:11][C:12]1[C:13]([C:23]([OH:25])=[O:24])=[CH:14][CH:15]=[C:16]2[C:21]=1[S:20][CH2:19]CC2=O.Cl.[CH3:27][OH:28]>O>[CH2:27]([O:28][N:3]=[C:1]1[C:16]2[C:21](=[C:12]([CH3:11])[C:13]([C:23]([OH:25])=[O:24])=[CH:14][CH:15]=2)[S:20][CH2:19][CH2:2]1)[CH3:5] |f:1.2.3|. Procedure details: 0.88 g (9 mmol) of ethylhydroxylamine are introduced into 20 ml of methanol. 0.62 g (4.5 mmol) of potassium carbonate are then added. 2.0 g (9 mmol) of 8-methylthiochroman-4-one-7-carboxylic acid are subsequently added. The reaction [sic] is stirred for 10 days at about 20° C. Work-up is carried out by adding water and 2N HCl. The precipitate which forms is filtered off with suction and dried. Reactants: C1(CCCCC1)C12COC(OC1)(OC2)CCCCC#C (4-cyclohexyl-1-(hex-5-ynyl)-2,6,7trioxabicyclo[2.2.2]octane), C(CCCCC#C)(=O)O (hept-6-ynoic acid). Yields the product C1(CCCCC1)C12COC(OC1)(OC2)CCCC#C (4-Cyclohexyl-1-(pent-4-ynyl)-2,6,7-trioxabicyclo[2,2,2]octane). As a reaction SMILES: [CH:1]1([C:7]23[CH2:14][O:13][C:10]([CH2:15][CH2:16][CH2:17][CH2:18][C:19]#C)([O:11][CH2:12]2)[O:9][CH2:8]3)[CH2:6][CH2:5][CH2:4][CH2:3][CH2:2]1.C(O)(=O)CCCCC#C>>[CH:1]1([C:7]23[CH2:12][O:11][C:10]([CH2:15][CH2:16][CH2:17][C:18]#[CH:19])([O:9][CH2:8]2)[O:13][CH2:14]3)[CH2:2][CH2:3][CH2:4][CH2:5][CH2:6]1. Reported procedure: In an analogous manner 4-cyclohexyl-1-(hex-5-ynyl)-2,6,7trioxabicyclo[2.2.2]octane, was prepared from hept-6-ynoic acid. Starting materials: ClC=1N=C2N(C(C1)=O)CC[C@H](N2)C(F)(F)F ((8S)-2-chloro-8-trifluoromethyl-6,7,8,9-tetrahydropyrimido[1,2-a]pyrimidin-4-one), C([O-])([O-])=O.[Cs+].[Cs+] (cesium carbonate), Br.BrCC(=O)C1=CC=NC=C1 (2-bromo-1-pyrid-4-ylethanone hydrobromide). Run in C(C)#N (acetonitrile). The product is ClC=1N=C2N(C(C1)=O)CC[C@H](N2CC(C2=CC=NC=C2)=O)C(F)(F)F ((8S)-2-chloro-9-(2-oxo-2-pyrid-4-ylethyl)-8-trifluoromethyl-6,7,8,9-tetrahydropyrimido[1,2-a]pyrimidin-4-one). As a reaction SMILES: [Cl:1][C:2]1[N:3]=[C:4]2[NH:12][C@H:11]([C:13]([F:16])([F:15])[F:14])[CH2:10][CH2:9][N:5]2[C:6](=[O:8])[CH:7]=1.C(=O)([O-])[O-].[Cs+].[Cs+].Br.Br[CH2:25][C:26]([C:28]1[CH:33]=[CH:32][N:31]=[CH:30][CH:29]=1)=[O:27]>C(#N)C>[Cl:1][C:2]1[N:3]=[C:4]2[N:12]([CH2:25][C:26](=[O:27])[C:28]3[CH:33]=[CH:32][N:31]=[CH:30][CH:29]=3)[C@H:11]([C:13]([F:14])([F:15])[F:16])[CH2:10][CH2:9][N:5]2[C:6](=[O:8])[CH:7]=1 |f:1.2.3,4.5|. Procedure: 1 g (3.94 mmol) of (8S)-2-chloro-8-trifluoromethyl-6,7,8,9-tetrahydropyrimido[1,2-a]pyrimidin-4-one, 3.85 g (11.83 mmol) of cesium carbonate, 1.33 g (4.73 mmol) of 2-bromo-1-pyrid-4-ylethanone hydrobromide and 100 mL of acetonitrile were used in the reaction. After purification by chromatography on silica gel (eluent A/B: heptane/EtOAc, gradient A/B: t 0 min 60% B, t 25 min 100% B, t 30 min 100% B), 804 mg of (8S)-2-chloro-9-(2-oxo-2-pyrid-4-ylethyl)-8-trifluoromethyl-6,7,8,9-tetrahydropyrimido[... The reactants are IC1=CC=C(C(=O)OC)C=C1 (methyl 4-iodobenzoate), OC1=NC=CC(=C1)O (2,4-dihydroxypyridine), C(=O)([O-])[O-].[K+].[K+] (K2CO3). Reagents/catalysts: [Cu]I (CuI). Solvent: CN(C)C=O (DMF), C(C)(=O)OCC (ethyl acetate). Conditions: temperature 150 celsius. The product is OC1=CC(N(C=C1)C1=CC=C(C(=O)OC)C=C1)=O (methyl 4-(4-hydroxy-2-oxopyridin-1(2H)-yl)benzoate). As a reaction SMILES: I[C:2]1[CH:11]=[CH:10][C:5]([C:6]([O:8][CH3:9])=[O:7])=[CH:4][CH:3]=1.[OH:12][C:13]1[CH:18]=[C:17]([OH:19])[CH:16]=[CH:15][N:14]=1.C([O-])([O-])=O.[K+].[K+]>CN(C=O)C.C(OCC)(=O)C.[Cu]I>[OH:19][C:17]1[CH:16]=[CH:15][N:14]([C:2]2[CH:11]=[CH:10][C:5]([C:6]([O:8][CH3:9])=[O:7])=[CH:4][CH:3]=2)[C:13](=[O:12])[CH:18]=1 |f:2.3.4|. Procedure: A mixture of methyl 4-iodobenzoate (0.421 g, 1.6 mmol), 2,4-dihydroxypyridine (0.174 g, 1.34 mmol), CuI (25 mg, 0.134 mmol) and K2CO3 (200 mg) in DMF (2 mL) was heated to 150° C. in a sealed vial for 4 hours, diluted with ethyl acetate (100 mL), washed with water (30 mL) and brine (30 mL), dried (Na2SO4), filtered, and concentrated. The concentrate was purified by flash column chromatography on silica gel with 2:1 hexanes/ethyl acetate to provide the desired product. MS (APCI) m/e 246 (M+H)+.